Task: describe an organic reaction: reactants, conditions, products, and yield. Dataset: the Open Reaction Database (ORD), a public repository of structured organic reaction records Reactants: C1CCOC1, [H][H], O=C(CC(=O)OCc1ccccc1)NCCc1ccccn1. The product is O=C(O)CC(=O)NCCc1ccccn1. As a reaction SMILES: [CH2:25]1[O:26][CH2:27][CH2:28][CH2:29]1.[H:23][H:24].[c:1]1([CH2:2][O:8][C:9]([CH2:10][C:11]([NH:12][CH2:13][CH2:14][c:15]2[n:16][cH:17][cH:18][cH:19][cH:20]2)=[O:21])=[O:22])[cH:3][cH:4][cH:5][cH:6][cH:7]1>>[O:8]=[C:9]([CH2:10][C:11]([NH:12][CH2:13][CH2:14][c:15]1[n:16][cH:17][cH:18][cH:19][cH:20]1)=[O:21])[OH:22].